This data is from the Open Reaction Database (ORD), a public repository of structured organic reaction records. The task is: describe an organic reaction: reactants, conditions, products, and yield Starting materials: CC(=O)O, CCc1cc2c(OC)ccc(OC)c2nc1Cl, O. The product is CCc1cc2c(OC)ccc(OC)c2[nH]c1=O. As a reaction SMILES: [CH3:18][C:19]([OH:20])=[O:21].[Cl:1][c:2]1[n:3][c:4]2[c:5]([O:16][CH3:17])[cH:6][cH:7][c:8]([O:14][CH3:15])[c:9]2[cH:10][c:11]1[CH2:12][CH3:13].[OH2:22]>>[c:2]1(=[O:20])[nH:3][c:4]2[c:5]([O:16][CH3:17])[cH:6][cH:7][c:8]([O:14][CH3:15])[c:9]2[cH:10][c:11]1[CH2:12][CH3:13].